This data is from the Open Reaction Database (ORD), a public repository of structured organic reaction records. The task is: describe an organic reaction: reactants, conditions, products, and yield Reactants: BrC=1SC(=CC1)CCCCC (2-bromo-5-pentylthiophene), COC1=CC=C(C=C1)B(O)O (4-methoxyphenyl boronic acid), C([O-])([O-])=O.[Na+].[Na+] (sodium carbonate), Cl (Hydrochloric acid). The reagents and catalysts are C=1C=CC(=CC1)[P](C=2C=CC=CC2)(C=3C=CC=CC3)[Pd]([P](C=4C=CC=CC4)(C=5C=CC=CC5)C=6C=CC=CC6)([P](C=7C=CC=CC7)(C=8C=CC=CC8)C=9C=CC=CC9)[P](C=1C=CC=CC1)(C=1C=CC=CC1)C=1C=CC=CC1 (tetrakis(triphenylphosphine)palladium). The solvent is C(OC)COC (dimethoxyethane). The product is COC1=CC=C(C=C1)C=1SC(=CC1)CCCCC (2-(4-methoxyphenyl)-5-pentylthiophene). Isolated yield 77.9%. As a reaction SMILES: Br[C:2]1[S:3][C:4]([CH2:7][CH2:8][CH2:9][CH2:10][CH3:11])=[CH:5][CH:6]=1.[CH3:12][O:13][C:14]1[CH:19]=[CH:18][C:17](B(O)O)=[CH:16][CH:15]=1.C(=O)([O-])[O-].[Na+].[Na+].Cl>C1C=CC([P]([Pd]([P](C2C=CC=CC=2)(C2C=CC=CC=2)C2C=CC=CC=2)([P](C2C=CC=CC=2)(C2C=CC=CC=2)C2C=CC=CC=2)[P](C2C=CC=CC=2)(C2C=CC=CC=2)C2C=CC=CC=2)(C2C=CC=CC=2)C2C=CC=CC=2)=CC=1.C(COC)OC>[CH3:12][O:13][C:14]1[CH:19]=[CH:18][C:17]([C:2]2[S:3][C:4]([CH2:7][CH2:8][CH2:9][CH2:10][CH3:11])=[CH:5][CH:6]=2)=[CH:16][CH:15]=1 |f:2.3.4,^1:33,35,54,73|. Procedure: A solution of 2-bromo-5-pentylthiophene (10.0 g), 4-methoxyphenyl boronic acid (7.9 g), 2M aqueous sodium carbonate solution (150 cm3), 2.3 g tetrakis(triphenylphosphine)palladium (0) and dimethoxyethane (100 cm3) was heated under reflux for 6 h. 20% Hydrochloric acid (200 cm3) was added to the cooled reaction mixture and the resultant mixture extracted with diethyl ether (5×100 cm3). The combined organic layers were washed with 20% hydrochloric acid (1×100 cm3), brine (2×100 cm3) and then dried... Reactants: ClC1=NOC=2C1=NC=CC2C=2C=NC=CC2C (3-chloro-7-(4-methylpyridin-3-yl)isoxazolo[4,5-b]pyridine), N1CCOCC1 (morpholine), C([O-])([O-])=O.[Cs+].[Cs+] (cesium carbonate). Run in CS(=O)C (DMSO). Reaction conditions: temperature 90 celsius. Product: CC1=C(C=NC=C1)C1=C2C(=NC=C1)C(=NO2)N2CCOCC2 (7-(4-methylpyridin-3-yl)-3-morpholinoisoxazolo[4,5-b]pyridine). The yield is 75.0%. Reaction SMILES: Cl[C:2]1[C:6]2=[N:7][CH:8]=[CH:9][C:10]([C:11]3[CH:12]=[N:13][CH:14]=[CH:15][C:16]=3[CH3:17])=[C:5]2[O:4][N:3]=1.[NH:18]1[CH2:23][CH2:22][O:21][CH2:20][CH2:19]1.C(=O)([O-])[O-].[Cs+].[Cs+]>CS(C)=O>[CH3:17][C:16]1[CH:15]=[CH:14][N:13]=[CH:12][C:11]=1[C:10]1[CH:9]=[CH:8][N:7]=[C:6]2[C:2]([N:18]3[CH2:23][CH2:22][O:21][CH2:20][CH2:19]3)=[N:3][O:4][C:5]=12 |f:2.3.4|. Procedure: To a suspension of 3-chloro-7-(4-methylpyridin-3-yl)isoxazolo[4,5-b]pyridine (0.0069 g, 0.028 mmol) and morpholine (0.025 ml, 0.281 mmol) in DMSO (Volume: 0.100 ml) was added cesium carbonate (0.027 g, 0.084 mmol). The vial was sealed, heated at 90° C. for 4 hr, and then allowed to cool to room temperature. The reaction mixture was filtered through a disposable fritted funnel and the filter cake washed with CH2Cl2. The solvent was concentrated to afford a yellow liquid, which was further dried u... Starting materials: C(C1=CC=CC=C1)OC(=O)NCCCCCC(=O)O (6-benzyloxycarbonylaminocaproic acid), C1CCC(CC1)N=C=NC2CCCCC2 (DCC), CS(=O)(=O)OC1=C(C=C(C=C1)C(N)=N)C(C1=CC=CC=C1)=O (4-amidino-2-benzoylphenol methanesulfonate). The solvent is N1=CC=CC=C1 (pyridine). Conditions: time 30 minute. Yields the product C(C1=CC=CC=C1)OC(=O)NCCCCCC(=O)OC1=C(C=C(C=C1)C(N)=N)C(C1=CC=CC=C1)=O (4-amidino-2-benzoylphenyl 6-benzyloxycarbonylaminocaproate). Yield: 36.7%. Reaction SMILES: [CH2:1]([O:8][C:9]([NH:11][CH2:12][CH2:13][CH2:14][CH2:15][CH2:16][C:17]([OH:19])=[O:18])=[O:10])[C:2]1[CH:7]=[CH:6][CH:5]=[CH:4][CH:3]=1.C1CCC(N=C=NC2CCCCC2)CC1.CS(O[C:40]1[CH:45]=[CH:44][C:43]([C:46](=[NH:48])[NH2:47])=[CH:42][C:41]=1[C:49](=[O:56])[C:50]1[CH:55]=[CH:54][CH:53]=[CH:52][CH:51]=1)(=O)=O>N1C=CC=CC=1>[CH2:1]([O:8][C:9]([NH:11][CH2:12][CH2:13][CH2:14][CH2:15][CH2:16][C:17]([O:19][C:40]1[CH:45]=[CH:44][C:43]([C:46](=[NH:47])[NH2:48])=[CH:42][C:41]=1[C:49](=[O:56])[C:50]1[CH:55]=[CH:54][CH:53]=[CH:52][CH:51]=1)=[O:18])=[O:10])[C:2]1[CH:3]=[CH:4][CH:5]=[CH:6][CH:7]=1. Procedure: Into 50 ml of anhydrous pyridine, was dissolved 4.0 g of 6-benzyloxycarbonylaminocaproic acid. To the solution, while being cooled in ice, was added 3.7 g of DCC. After having been stirred for 30 minutes, the mixture was admixed with 5.0 g of 4-amidino-2-benzoylphenol methanesulfonate and stirred overnight at room temperature. The precipitate which was formed was separated by filtration and washed with pyridine. Ethyl ether was added to the filtrate to precipitate white crystals. The crystals we... The reactants are Cc1cc(N)cc(C)c1S(=O)(=O)C[N+](=O)[O-], CS(=O)(=O)c1ccc(S(=O)(=O)Cl)cc1, Cl, [K+], C1CCOC1, [OH-], O, c1ccncc1. The product is Cc1cc(NS(=O)(=O)c2ccc(S(C)(=O)=O)cc2)cc(C)c1S(=O)(=O)C[N+](=O)[O-]. Reaction SMILES: [CH3:23][c:24]1[cH:25][c:26]([NH2:27])[cH:28][c:29]([CH3:38])[c:30]1[S:31](=[O:32])(=[O:33])[CH2:34][N+:35](=[O:36])[O-:37].[CH3:9][S:10](=[O:11])(=[O:12])[c:13]1[cH:14][cH:15][c:16]([S:19](=[O:20])(=[O:21])[Cl:22])[cH:17][cH:18]1.[ClH:39].[K+:8].[O:40]1[CH2:41][CH2:42][CH2:43][CH2:44]1.[OH-:7].[OH2:45].[cH:1]1[cH:2][cH:3][n:4][cH:5][cH:6]1>>[CH3:9][S:10](=[O:11])(=[O:12])[c:13]1[cH:14][cH:15][c:16]([S:19](=[O:20])(=[O:21])[NH:27][c:26]2[cH:25][c:24]([CH3:23])[c:30]([S:31](=[O:32])(=[O:33])[CH2:34][N+:35](=[O:36])[O-:37])[c:29]([CH3:38])[cH:28]2)[cH:17][cH:18]1. Reactants: OC1=CC=C(C=O)C=C1 (4-hydroxybenzaldehyde), BrCCCCCC1=CC(=NO1)C (5-(5-bromopentyl)-3-methylisoxazole), [OH-].[K+] (potassium hydroxide). Run in C(C)#N (acetonitrile). Yields the product CC1=NOC(=C1)CCCCCOC1=CC=C(C=O)C=C1 (4-[5-(3-methyl-5-isoxazolyl)pentyloxy]benzaldehyde). The yield is 67.0%. As a reaction SMILES: [OH:1][C:2]1[CH:9]=[CH:8][C:5]([CH:6]=[O:7])=[CH:4][CH:3]=1.Br[CH2:11][CH2:12][CH2:13][CH2:14][CH2:15][C:16]1[O:20][N:19]=[C:18]([CH3:21])[CH:17]=1.[OH-].[K+]>C(#N)C>[CH3:21][C:18]1[CH:17]=[C:16]([CH2:15][CH2:14][CH2:13][CH2:12][CH2:11][O:1][C:2]2[CH:9]=[CH:8][C:5]([CH:6]=[O:7])=[CH:4][CH:3]=2)[O:20][N:19]=1 |f:2.3|. Reported procedure: A solution of 7.2 g of 4-hydroxybenzaldehyde, 14.6 g of 5-(5-bromopentyl)-3-methylisoxazole, 4 g of potassium hydroxide in 100 ml of acetonitrile was heated at reflux for 1.5 hours. The reaction mixture was cooled and filtered, the solvent removed, and the residue recrystallized from isopropyl acetate-hexane to give 10.8 g of 4-[5-(3-methyl-5-isoxazolyl)pentyloxy]benzaldehyde as a pale yellow powder.